describe an organic reaction: reactants, conditions, products, and yield From a dataset of the Open Reaction Database (ORD), a public repository of structured organic reaction records. Starting materials: CCOC(OCC)N1C(=O)C(c2ncnc3cc(OCCOC)c(OC)cc23)c2cc(Br)ccc21, CCO, Cl. Yields the product COCCOc1cc2ncnc(C3C(=O)Nc4ccc(Br)cc43)c2cc1OC, Cl. Reaction SMILES: [Br:2][c:3]1[cH:4][c:5]2[c:9]([cH:10][cH:11]1)[N:8]([CH:12]([O:13][CH2:14][CH3:15])[O:16][CH2:17][CH3:18])[C:7](=[O:19])[CH:6]2[c:20]1[n:21][cH:22][n:23][c:24]2[cH:25][c:26]([O:32][CH2:33][CH2:34][O:35][CH3:36])[c:27]([O:30][CH3:31])[cH:28][c:29]12.[CH3:37][CH2:38][OH:39].[ClH:1]>>[Br:2][c:3]1[cH:4][c:5]2[c:9]([cH:10][cH:11]1)[NH:8][C:7](=[O:19])[CH:6]2[c:20]1[n:21][cH:22][n:23][c:24]2[cH:25][c:26]([O:32][CH2:33][CH2:34][O:35][CH3:36])[c:27]([O:30][CH3:31])[cH:28][c:29]12.[ClH:1]. The reactants are C(C)S(=O)(=O)Cl (ethanesulfonyl chloride), NC=1C=C2C(=C(N(C2=CC1)CC(=O)OC)C)OC1=CC=C(C=C1)Cl (5-Amino-3-(4-chlorophenoxy)-2-methyl-1H-indole-1-acetic acid, methyl ester). Product: ClC1=CC=C(OC2=C(N(C3=CC=C(C=C23)NS(=O)(=O)CC)CC(=O)O)C)C=C1 (3-(4-Chlorophenoxy)-5-[(ethylsulfonyl)amino]-2-methyl-1H-indole-1-acetic acid). As a reaction SMILES: [CH2:1]([S:3](Cl)(=[O:5])=[O:4])[CH3:2].[NH2:7][C:8]1[CH:9]=[C:10]2[C:14](=[CH:15][CH:16]=1)[N:13]([CH2:17][C:18]([O:20]C)=[O:19])[C:12]([CH3:22])=[C:11]2[O:23][C:24]1[CH:29]=[CH:28][C:27]([Cl:30])=[CH:26][CH:25]=1>>[Cl:30][C:27]1[CH:28]=[CH:29][C:24]([O:23][C:11]2[C:10]3[C:14](=[CH:15][CH:16]=[C:8]([NH:7][S:3]([CH2:1][CH3:2])(=[O:5])=[O:4])[CH:9]=3)[N:13]([CH2:17][C:18]([OH:20])=[O:19])[C:12]=2[CH3:22])=[CH:25][CH:26]=1. Procedure details: The title compound was prepared by the method of example 7 step (iii) using ethanesulfonyl chloride and the product from example 7 step (ii). Yield 155 mg Reactants: [OH-].[K+] (potassium hydroxide), O (water), BrC(CC)=C1C(NC(N1)=O)=O (5-α-bromo-n-propylidenehydantoin), C(C(C)(C)C)(=O)C(C(=O)NC1=C(C=CC(=C1)NC(C(CC)OC1=C(C=C(C=C1)C(C)(C)CC)C(C)(C)CC)=O)Cl)Cl (α-pivaloyl-α-chloro-2'-chloro-5'-[α-(2,4-di-tert-amylphenoxy)butyramido]acetanilide). Run in CO (methanol), CN(C=O)C (dimethylformamide), CN(C=O)C (dimethylformamide). Reaction conditions: time 2 hour. Yields the product C(C(C)(C)C)(=O)C(C(=O)NC1=C(C=CC(=C1)NC(C(CC)OC1=C(C=C(C=C1)C(C)(C)CC)C(C)(C)CC)=O)Cl)N1C(NC(C1=O)=C(CC)Br)=O (α-Pivaloyl-α-(5-α-bromo-n-propylidene-3-hydantoinyl)-2'-chloro-5'-[α-(2,4-di-tert-amylphenoxy)butyramido]acetanilide). RXN SMILES: [OH-].[K+].[Br:3][C:4](=[C:7]1[NH:11][C:10](=[O:12])[NH:9][C:8]1=[O:13])[CH2:5][CH3:6].[C:14]([CH:20](Cl)[C:21]([NH:23][C:24]1[CH:29]=[C:28]([NH:30][C:31](=[O:52])[CH:32]([O:35][C:36]2[CH:41]=[CH:40][C:39]([C:42]([CH2:45][CH3:46])([CH3:44])[CH3:43])=[CH:38][C:37]=2[C:47]([CH2:50][CH3:51])([CH3:49])[CH3:48])[CH2:33][CH3:34])[CH:27]=[CH:26][C:25]=1[Cl:53])=[O:22])(=[O:19])[C:15]([CH3:18])([CH3:17])[CH3:16].O>CO.CN(C)C=O>[C:14]([CH:20]([N:9]1[C:8](=[O:13])[C:7](=[C:4]([Br:3])[CH2:5][CH3:6])[NH:11][C:10]1=[O:12])[C:21]([NH:23][C:24]1[CH:29]=[C:28]([NH:30][C:31](=[O:52])[CH:32]([O:35][C:36]2[CH:41]=[CH:40][C:39]([C:42]([CH2:45][CH3:46])([CH3:43])[CH3:44])=[CH:38][C:37]=2[C:47]([CH2:50][CH3:51])([CH3:49])[CH3:48])[CH2:33][CH3:34])[CH:27]=[CH:26][C:25]=1[Cl:53])=[O:22])(=[O:19])[C:15]([CH3:18])([CH3:17])[CH3:16] |f:0.1|. Reported procedure: To a solution containing 4 g of potassium hydroxide dissolved in 15 ml of methanol, was added a solution containing 17 g of 5-α-bromo-n-propylidenehydantoin dissolved in 50 ml of dimethylformamide, and further was added dropwise a solution containing 25 g of α-pivaloyl-α-chloro-2'-chloro-5'-[α-(2,4-di-tert-amylphenoxy)butyramido]acetanilide dissolved in 250 ml of dimethylformamide. After being stirred for 2 hours at room temperature, the reaction mixture was poured into 2 liters of water, and ex...